This data is from the Open Reaction Database (ORD), a public repository of structured organic reaction records. The task is: describe an organic reaction: reactants, conditions, products, and yield Reaction conditions: time 30 minute. Yields the product ClC1=CC=C(C(=N1)OC)C(O)C1=CC=C(C=C1)CC (6-chloro-2-methoxypyridin-3-yl 4-ethylphenyl methanol). Procedure: To a solution of tert-butyllithium (1.5 mol/L solution in hexane, 55 mL) in tetrahydrofuran (150 mL) was added 2-chloro-6-methoxypyridine (8.9 mL) at −78° C., and the mixture was stirred for 1 hour. After N,N-dimethylformamide (7.6 mL) was added to the reaction mixture, the resulting mixture was stirred for additionally 1.5 hours. To the reaction mixture was added acetic acid (8.6 mL), and the temperature was raised to room temperature. After saturated aqueous sodium bicarbonate solution was add... Isolated yield 86.5%. The reactants are ClC1=CC=C(C(=N1)OC)C=O (6-chloro-3-formyl-2-methoxy-pyridine), C(C)C1=CC=C(C=C1)Br (4-ethylbromobenzene), solution, [Cl-].[NH4+] (ammonium chloride). Run in O1CCCC1 (tetrahydrofuran), O1CCCC1 (tetrahydrofuran), CCCCCC (hexane). RXN SMILES: [CH2:1]([C:3]1[CH:8]=[CH:7][C:6](Br)=[CH:5][CH:4]=1)[CH3:2].[Cl:10][C:11]1[N:16]=[C:15]([O:17][CH3:18])[C:14]([CH:19]=[O:20])=[CH:13][CH:12]=1.[Cl-].[NH4+]>O1CCCC1.CCCCCC>[Cl:10][C:11]1[N:16]=[C:15]([O:17][CH3:18])[C:14]([CH:19]([C:6]2[CH:7]=[CH:8][C:3]([CH2:1][CH3:2])=[CH:4][CH:5]=2)[OH:20])=[CH:13][CH:12]=1 |f:2.3|. The reactants are C(C)(=O)O[C@H]1[C@@H](O[C@@H]([C@H]([C@@H]1OC(C)=O)OC(C)=O)COC(C)=O)OC1=NNC(=C1CC1=CC=C(C=C1)OCCCNC(SC)=NC#N)C(C)C (3-(2,3,4,6-tetra-O-acetyl-β-D-glucopyranosyloxy)-4-[(4-{3-[N′-(cyano)-S-(methyl)isothioureido]propoxy}phenyl)methyl]-5-isopropyl-1H-pyrazole), NCCO (2-aminoethanol), C[O-].[Na+] (sodium methoxide). The solvent is CO (methanol). Run at temperature 50 celsius, time 8 hour. The product is C(#N)N=C(NCCCOC1=CC=C(C=C1)CC=1C(=NNC1C(C)C)O[C@H]1[C@H](O)[C@@H](O)[C@H](O)[C@H](O1)CO)NCCO (4-[(4-{3-[2-Cyano-3-(2-hydroxyethyl)guanidino]propoxy}phenyl)methyl]-3-(β-D-glucopyranosyloxy)-5-isopropyl-1H-pyrazole). RXN SMILES: C([O:4][C@@H:5]1[C@@H:10]([O:11]C(=O)C)[C@H:9]([O:15]C(=O)C)[C@@H:8]([CH2:19][O:20]C(=O)C)[O:7][C@H:6]1[O:24][C:25]1[C:29]([CH2:30][C:31]2[CH:36]=[CH:35][C:34]([O:37][CH2:38][CH2:39][CH2:40][NH:41][C:42](=[N:45][C:46]#[N:47])SC)=[CH:33][CH:32]=2)=[C:28]([CH:48]([CH3:50])[CH3:49])[NH:27][N:26]=1)(=O)C.[NH2:51][CH2:52][CH2:53][OH:54].C[O-].[Na+]>CO>[C:46]([N:45]=[C:42]([NH:51][CH2:52][CH2:53][OH:54])[NH:41][CH2:40][CH2:39][CH2:38][O:37][C:34]1[CH:33]=[CH:32][C:31]([CH2:30][C:29]2[C:25]([O:24][C@@H:6]3[O:7][C@H:8]([CH2:19][OH:20])[C@@H:9]([OH:15])[C@H:10]([OH:11])[C@H:5]3[OH:4])=[N:26][NH:27][C:28]=2[CH:48]([CH3:50])[CH3:49])=[CH:36][CH:35]=1)#[N:47] |f:2.3|. Reported procedure: To a solution of 3-(2,3,4,6-tetra-O-acetyl-β-D-glucopyranosyloxy)-4-[(4-{3-[N′-(cyano)-S-(methyl)isothioureido]propoxy}phenyl)methyl]-5-isopropyl-1H-pyrazole (30 mg) in methanol (1 mL) was added 2-aminoethanol (0.5 mL), and the mixture was stirred at 50° C. overnight. After cooling to room temperature, to the reaction mixture was added sodium methoxide (28% methanol solution, 0.02 mL), and the mixture was stirred at room temperature for 1 hour. The reaction mixture was concentrated under reduced... Starting materials: acetate salt, BrC=1C=C2C(=NC1)N=C(N2COCC[Si](C)(C)C)C (6-bromo-2-methyl-1-({[2-(trimethylsilyl)ethyl]oxy}methyl)-1H-imidazo[4,5-b]pyridine), CC1=NC=2CCC(CC2C(=N1)N1CCOC2=C(C1)C=C(C=C2)B(O)O)(C)C ([4-(2,6,6-trimethyl-5,6,7,8-tetrahydroquinazolin-4-yl)-2,3,4,5-tetrahydro-1,4-benzoxazepin-7-yl]boronic acid). Yields the product CC=1NC=2C(=NC=C(C2)C=2C=CC3=C(CN(CCO3)C3=NC(=NC=4CCC(CC34)(C)C)C)C2)N1 (7-(2-methyl-1H-imidazo[4,5-b]pyridin-6-yl)-4-(2,6,6-trimethyl-5,6,7,8-tetrahydroquinazolin-4-yl)-2,3,4,5-tetrahydro-1,4-benzoxazepine). Reaction SMILES: Br[C:2]1[CH:3]=[C:4]2[N:10](COCC[Si](C)(C)C)[C:9]([CH3:19])=[N:8][C:5]2=[N:6][CH:7]=1.[CH3:20][C:21]1[N:30]=[C:29]([N:31]2[CH2:37][C:36]3[CH:38]=[C:39](B(O)O)[CH:40]=[CH:41][C:35]=3[O:34][CH2:33][CH2:32]2)[C:28]2[CH2:27][C:26]([CH3:46])([CH3:45])[CH2:25][CH2:24][C:23]=2[N:22]=1>>[CH3:19][C:9]1[NH:10][C:4]2[C:5]([N:8]=1)=[N:6][CH:7]=[C:2]([C:39]1[CH:40]=[CH:41][C:35]3[O:34][CH2:33][CH2:32][N:31]([C:29]4[C:28]5[CH2:27][C:26]([CH3:45])([CH3:46])[CH2:25][CH2:24][C:23]=5[N:22]=[C:21]([CH3:20])[N:30]=4)[CH2:37][C:36]=3[CH:38]=1)[CH:3]=2. Reported procedure: Prepared as acetate salt according to the method of example 5 by using 6-bromo-2-methyl-1-({[2-(trimethylsilyl)ethyl]oxy}methyl)-1H-imidazo[4,5-b]pyridine (reagent preparation 35) and [4-(2,6,6-trimethyl-5,6,7,8-tetrahydroquinazolin-4-yl)-2,3,4,5-tetrahydro-1,4-benzoxazepin-7-yl]boronic acid (reagent preparation 23) in step 1 followed by SEM deprotection. 1H NMR (400 MHz, methanol-d4): 8.52 (d, 1H), 8.05 (d, 1H), 7.63 (d, 1H), 7.50 (dd, 1H), 7.09 (d, 1H), 4.73 (s, 2H), 4.33 (m, 2H), 4.00 (m, 2H)... Reactants: Nc1cccnc1Nc1ccccc1C(=O)c1ccsc1, Cc1ccc(S(=O)(=O)O)cc1. Yields the product c1cnc2c(c1)N=C(c1ccsc1)c1ccccc1N2. Reaction SMILES: [NH2:1][c:2]1[c:3]([NH:8][c:9]2[c:10]([C:15](=[O:16])[c:17]3[cH:18][s:19][cH:20][cH:21]3)[cH:11][cH:12][cH:13][cH:14]2)[n:4][cH:5][cH:6][cH:7]1.[c:22]1([CH3:23])[cH:24][cH:25][c:26]([S:27]([OH:28])(=[O:29])=[O:30])[cH:31][cH:32]1>>[N:1]1=[C:15]([c:17]2[cH:18][s:19][cH:20][cH:21]2)[c:10]2[c:9]([cH:14][cH:13][cH:12][cH:11]2)[NH:8][c:3]2[c:2]1[cH:7][cH:6][cH:5][n:4]2. Reactants: O[Li].O (LiOH.H2O), C(C)OC(=O)C1(CCN(CC1)C(=O)OC(C)(C)C)O (4-Hydroxy-piperidine-1,4-dicarboxylic acid 1-tert-butyl ester 4-ethyl ester), [H-].[Na+] (NaH), IC (iodomethane). Solvent: O (water), CN(C)C=O (DMF), O (Water). Reaction conditions: time 2 hour. Product: C(C)(C)(C)OC(=O)N1CCC(CC1)(C(=O)O)OC (4-Methoxy-piperidine-1,4-dicarboxylic acid mono-tert-butyl ester). As a reaction SMILES: C([O:3][C:4]([C:6]1([OH:19])[CH2:11][CH2:10][N:9]([C:12]([O:14][C:15]([CH3:18])([CH3:17])[CH3:16])=[O:13])[CH2:8][CH2:7]1)=[O:5])C.[H-].[Na+].I[CH3:23].O[Li].O>CN(C=O)C.O>[C:15]([O:14][C:12]([N:9]1[CH2:8][CH2:7][C:6]([O:19][CH3:23])([C:4]([OH:3])=[O:5])[CH2:11][CH2:10]1)=[O:13])([CH3:16])([CH3:17])[CH3:18] |f:1.2,4.5|. Procedure: A mixture of 0.415 g (1.52 mmol) 4-Hydroxy-piperidine-1,4-dicarboxylic acid 1-tert-butyl ester 4-ethyl ester, 68 mg (1.97 mmol) NaH (55% in oil) and 0.3 g (2.12 mmol) iodomethane in 10 mL DMF was stirred for 2 h at room temperature. Water was added and the mixture was concentrated to dryness. The residue was dissolved in THF and water and 0.254 g (6 mmol) LiOH.H2O wad added and the mixture was stirred for 16 h at room temperature. After evaporation the residue was subjected to purification by pr... Starting materials: N(=O)[O-].[Na+] (NaNO2), NC1=CC=C2CCC(CC2=C1)N(C(=O)NC1=CC(=C(C=C1)F)Cl)CCCN1CCN(CC1)C (1-(7-amino-1,2,3,4-tetrahydro-naphthalen-2-yl)-3-(3-chloro-4-fluoro-phenyl)-1-[3-(4-methyl-piperazin-1-yl)-propyl]-urea), C(#N)[Cu] (CuCN), [C-]#N.[Na+] (NaCN), C(=O)([O-])[O-].[Na+].[Na+] (Na2CO3). Solvent: O (H2O), Cl (HCl), O (H2O). Run at temperature 50 celsius. Yields the product ClC=1C=C(C=CC1F)NC(N(CCCN1CCN(CC1)C)C1CC2=CC(=CC=C2CC1)C#N)=O (3-(3-chloro-4-fluoro-phenyl)-1-(7-cyano-1,2,3,4-tetrahydro-naphthalen-2-yl)-1-[3-(4-methyl-piperazin-1-yl)-propyl]-urea). Yield: 23.8%. RXN SMILES: N[C:2]1[CH:11]=[C:10]2[C:5]([CH2:6][CH2:7][CH:8]([N:12]([CH2:24][CH2:25][CH2:26][N:27]3[CH2:32][CH2:31][N:30]([CH3:33])[CH2:29][CH2:28]3)[C:13]([NH:15][C:16]3[CH:21]=[CH:20][C:19]([F:22])=[C:18]([Cl:23])[CH:17]=3)=[O:14])[CH2:9]2)=[CH:4][CH:3]=1.N([O-])=O.[Na+].C([O-])([O-])=O.[Na+].[Na+].[C:44]([Cu])#[N:45].[C-]#N.[Na+]>Cl.O>[Cl:23][C:18]1[CH:17]=[C:16]([NH:15][C:13](=[O:14])[N:12]([CH:8]2[CH2:7][CH2:6][C:5]3[C:10](=[CH:11][C:2]([C:44]#[N:45])=[CH:3][CH:4]=3)[CH2:9]2)[CH2:24][CH2:25][CH2:26][N:27]2[CH2:28][CH2:29][N:30]([CH3:33])[CH2:31][CH2:32]2)[CH:21]=[CH:20][C:19]=1[F:22] |f:1.2,3.4.5,7.8|. Procedure details: To a solution of 1-(7-amino-1,2,3,4-tetrahydro-naphthalen-2-yl)-3-(3-chloro-4-fluoro-phenyl)-1-[3-(4-methyl-piperazin-1-yl)-propyl]-urea (from Preparative Example 27, 0.061 g, 0.13 mmol) in 18% aqueous HCl (0.077 mL) at 0° C. was added, slowly, a solution of NaNO2 (9.4 mg, 0.14 mmol) in H2O (0.091 mL) over 30 min. The mixture was neutralized with Na2CO3 (powder) followed by the addition of a solution of CuCN (0.012 g, 0.13 mmol) and NaCN (14 mg, 0.28 mmol) in H2O (0.091 mL). The mixture was then... Starting materials: C(C)(=O)O[C@@H]1C([C@@H]2CC[C@]3([C@@]4(CC[C@@]5([C@@H]([C@H]4CC[C@@H]3[C@]2(CC1)C)[C@@H](CC5)C(=C)C)C(=O)O)C)C)(C)C ((1R,3aS,5aR,5bR,7aR,9S,11aR,11bR,13aR,13bR)-9-acetoxy-5a,5b,8,8,11a-pentamethyl-1-(prop-1-en-2-yl)icosahydro-1H-cyclopenta[a]chrysene-3a-carboxylic acid), N[C@H]1C([C@H](C1)C(=O)N1CCCCC1)(C)C (((1S,3R)-3-amino-2,2-dimethylcyclobutyl)(piperidin-1-yl)methanone). Solvent: C(Cl)Cl (DCM), C(Cl)Cl (DCM), C(Cl)Cl (DCM). Run at time 3 hour. Product: C(C)(=O)O[C@@H]1C([C@@H]2CC[C@]3([C@@]4(CC[C@@]5([C@@H]([C@H]4CC[C@@H]3[C@]2(CC1)C)[C@@H](CC5)C(=C)C)C(N[C@H]5C([C@H](C5)C(=O)N5CCCCC5)(C)C)=O)C)C)(C)C ((1R,3aS,5aR,5bR,7aR,9S,11aR,11bR,13aR,13bR)-3a-((1R,3S)-2,2-dimethyl-3-(piperidine-1-carbonyl)cyclobutylcarbamoyl)-5a,5b, 8,8,11a-pentamethyl-1-(prop-1-en-2-yl)icosahydro-1H-cyclopenta[a]chrysen-9-yl acetate). Yield: 71.9%. RXN SMILES: [C:1]([O:4][C@H:5]1[CH2:22][CH2:21][C@@:20]2([CH3:23])[C@@H:7]([CH2:8][CH2:9][C@:10]3([CH3:34])[C@@H:19]2[CH2:18][CH2:17][C@H:16]2[C@@:11]3([CH3:33])[CH2:12][CH2:13][C@@:14]3([C:30](O)=[O:31])[CH2:26][CH2:25][C@@H:24]([C:27]([CH3:29])=[CH2:28])[C@@H:15]32)[C:6]1([CH3:36])[CH3:35])(=[O:3])[CH3:2].[NH2:37][C@@H:38]1[CH2:41][C@H:40]([C:42]([N:44]2[CH2:49][CH2:48][CH2:47][CH2:46][CH2:45]2)=[O:43])[C:39]1([CH3:51])[CH3:50]>C(Cl)Cl>[C:1]([O:4][C@H:5]1[CH2:22][CH2:21][C@@:20]2([CH3:23])[C@@H:7]([CH2:8][CH2:9][C@:10]3([CH3:34])[C@@H:19]2[CH2:18][CH2:17][C@H:16]2[C@@:11]3([CH3:33])[CH2:12][CH2:13][C@@:14]3([C:30](=[O:31])[NH:37][C@@H:38]4[CH2:41][C@H:40]([C:42]([N:44]5[CH2:49][CH2:48][CH2:47][CH2:46][CH2:45]5)=[O:43])[C:39]4([CH3:51])[CH3:50])[CH2:26][CH2:25][C@@H:24]([C:27]([CH3:29])=[CH2:28])[C@@H:15]32)[C:6]1([CH3:36])[CH3:35])(=[O:3])[CH3:2]. Procedure details: To a stirred solution of (1R,3aS,5aR,5bR,7aR,9S,11aR,11bR,13aR,13bR)-9-acetoxy-5a,5b,8,8,11a-pentamethyl-1-(prop-1-en-2-yl)icosahydro-1H-cyclopenta[a]chrysene-3a-carboxylic acid (0.410 g, 0.823 mmol) (Prepared as described in J. Med. Chem. 2009. 52, 3248-3258) in DCM (1 ml) Oxolyl chloride (0.71 ml, 8.232 mmol) in DCM (3.42 ml) was added at 0° C. and stirred at room temperature for about 3 hours and completion of the reaction was monitored by TLC, then the solvent was evaporated under nitrogen a... The product is COC1=CC=C(C=C1)C1(CCC(CC1)(C1=CC=CC=C1)NC)N(C)C ([1-(4-methoxyphenyl)-4-methylamino-4-phenyl-cyclohexyl]-dimethylamine). Reported procedure: Phenyl lithium (12.9 mL, 23.3 mmol, 1.8 M solution in dibutyl ether) was provided in argon and mixed in drops with a solution of the title compound from step 3 (2.23 g, 7.76 mmol) in abs. diethyl ether (30 mL) at RT. During this, the reaction solution heated to 35° C. and a solid separated out. The reaction mixture was stirred for 1 h with reflux (bath 50° C.), then hydrolysed in the ice bath (0-10° C.) with 20% NH4Cl solution (20 mL) and the organic phase was separated. The aqueous phase was ex... Run at temperature 35 celsius, time 1 hour. The solvent is C(C)OCC (diethyl ether). Starting materials: CN(C1(CCC(CC1)(C#N)NC)C1=CC=C(C=C1)OC)C (4-dimethylamino-4-(4-methoxy-phenyl)-1-methylamino-cyclohexane carbonitrile), ketone. As a reaction SMILES: [CH3:1][N:2]([CH3:21])[C:3]1([C:13]2[CH:18]=[CH:17][C:16]([O:19][CH3:20])=[CH:15][CH:14]=2)[CH2:8][CH2:7][C:6]([NH:11][CH3:12])([C:9]#N)[CH2:5][CH2:4]1>C(OCC)C>[CH3:20][O:19][C:16]1[CH:15]=[CH:14][C:13]([C:3]2([N:2]([CH3:21])[CH3:1])[CH2:4][CH2:5][C:6]([NH:11][CH3:12])([C:9]3[CH:7]=[CH:8][CH:3]=[CH:4][CH:5]=3)[CH2:7][CH2:8]2)=[CH:18][CH:17]=1.